From a dataset of the Open Reaction Database (ORD), a public repository of structured organic reaction records. describe an organic reaction: reactants, conditions, products, and yield Reactants: CCC(=O)CBr, O=C([O-])[O-], CC(C)=O, Oc1cc(Cl)cc(Cl)c1, [Cs+], [Cs+], O. Product: CCC(=O)COc1cc(Cl)cc(Cl)c1. As a reaction SMILES: [Br:16][CH2:17][C:18]([CH2:19][CH3:20])=[O:21].[C:1](=[O:2])([O-:3])[O-:4].[CH3:23][C:24](=[O:25])[CH3:26].[Cl:7][c:8]1[cH:9][c:10]([OH:15])[cH:11][c:12]([Cl:14])[cH:13]1.[Cs+:5].[Cs+:6].[OH2:22]>>[Cl:7][c:8]1[cH:9][c:10]([O:15][CH2:17][C:18]([CH2:19][CH3:20])=[O:21])[cH:11][c:12]([Cl:14])[cH:13]1.